Dataset: the Open Reaction Database (ORD), a public repository of structured organic reaction records. Task: describe an organic reaction: reactants, conditions, products, and yield Starting materials: [Li]CCCC, COc1cccc2ocnc12, CC=O, C1CCOC1. Product: COc1cccc2oc(C(C)O)nc12. As a reaction SMILES: [CH2:12]([Li:13])[CH2:14][CH2:15][CH3:16].[CH3:1][O:2][c:3]1[cH:4][cH:5][cH:6][c:7]2[c:8]1[n:9][cH:10][o:11]2.[CH:17]([CH3:18])=[O:19].[O:20]1[CH2:21][CH2:22][CH2:23][CH2:24]1>>[CH3:1][O:2][c:3]1[cH:4][cH:5][cH:6][c:7]2[c:8]1[n:9][c:10]([CH:17]([CH3:18])[OH:19])[o:11]2.